This data is from the Open Reaction Database (ORD), a public repository of structured organic reaction records. The task is: describe an organic reaction: reactants, conditions, products, and yield As a reaction SMILES: [BH4-:30].[CH2:1]([CH3:2])[O:3][C:4](=[O:5])[CH2:6][CH2:7][C:8](=[O:9])[c:10]1[cH:11][n:12][c:13]2[c:14]([O:28][CH3:29])[cH:15][cH:16][cH:17][c:18]2[c:19]1[NH:20][c:21]1[c:22]([CH3:27])[cH:23][cH:24][cH:25][cH:26]1.[CH3:32][C:33](=[O:34])[OH:35].[CH3:36][OH:37].[Na+:31]>>[CH2:1]([CH3:2])[O:3][C:4](=[O:5])[CH2:6][CH2:7][CH:8]([OH:9])[c:10]1[cH:11][n:12][c:13]2[c:14]([O:28][CH3:29])[cH:15][cH:16][cH:17][c:18]2[c:19]1[NH:20][c:21]1[c:22]([CH3:27])[cH:23][cH:24][cH:25][cH:26]1. The product is CCOC(=O)CCC(O)c1cnc2c(OC)cccc2c1Nc1ccccc1C. Reactants: [BH4-], CCOC(=O)CCC(=O)c1cnc2c(OC)cccc2c1Nc1ccccc1C, CC(=O)O, CO, [Na+]. Reactants: BrB(Br)Br, COC(=O)c1ccc(C(C)NC(=O)c2cc(C#N)ccc2Oc2cccc(F)c2)cc1, ClCCl, O. Product: CC(NC(=O)c1cc(C#N)ccc1Oc1cccc(F)c1)c1ccc(C(=O)O)cc1. As a reaction SMILES: [B:32]([Br:33])([Br:34])[Br:35].[C:1](#[N:2])[c:3]1[cH:4][cH:5][c:6]([O:24][c:25]2[cH:26][c:27]([F:31])[cH:28][cH:29][cH:30]2)[c:7]([C:8](=[O:9])[NH:10][CH:11]([CH3:12])[c:13]2[cH:14][cH:15][c:16]([C:17](=[O:18])[O:19][CH3:20])[cH:21][cH:22]2)[cH:23]1.[Cl:37][CH2:38][Cl:39].[OH2:36]>>[C:1](#[N:2])[c:3]1[cH:4][cH:5][c:6]([O:24][c:25]2[cH:26][c:27]([F:31])[cH:28][cH:29][cH:30]2)[c:7]([C:8](=[O:9])[NH:10][CH:11]([CH3:12])[c:13]2[cH:14][cH:15][c:16]([C:17](=[O:18])[OH:19])[cH:21][cH:22]2)[cH:23]1. Reactants: C(C)(=O)OC=1C=C(C=C2N3CC4N(C4C(C(C12)COC(N)=O)(O3)OC(C)=O)C(=O)OCC3=CC=CC=C3)C(OC)OC (11-Benzyloxycarbonyl-8-carbamoyloxymethyl-4-dimethoxymethyl-14-oxa-1,11-diazatetracyclo[7.4.1.02,7.010,12 ]tetradeca-2,4,6-trien-6,9-diyl diacetate). The reagents and catalysts are [Pd] (palladium on carbon). Solvent: CO (methanol). Conditions: time 1 hour. Yields the product C(C)(=O)OC=1C=C(C=C2N3CC4NC4C(C(C12)COC(N)=O)(O3)OC(C)=O)C(OC)OC (8-carbamoyloxymethyl-4-dimethoxymethyl-14-oxa-1,11-diazatetracyclo[7.4.1.02,7.010,12 ]tetradeca-2,4,6-trien-6,9-diyl diacetate). Yield: 38.4%. Reaction SMILES: [C:1]([O:4][C:5]1[CH:6]=[C:7]([CH:38]([O:41][CH3:42])[O:39][CH3:40])[CH:8]=[C:9]2[C:17]=1[CH:16]([CH2:18][O:19][C:20](=[O:22])[NH2:21])[C:15]1([O:24][C:25](=[O:27])[CH3:26])[O:23][N:10]2[CH2:11][CH:12]2[CH:14]1[N:13]2C(OCC1C=CC=CC=1)=O)(=[O:3])[CH3:2]>CO.[Pd]>[C:1]([O:4][C:5]1[CH:6]=[C:7]([CH:38]([O:39][CH3:40])[O:41][CH3:42])[CH:8]=[C:9]2[C:17]=1[CH:16]([CH2:18][O:19][C:20](=[O:22])[NH2:21])[C:15]1([O:24][C:25](=[O:27])[CH3:26])[O:23][N:10]2[CH2:11][CH:12]2[CH:14]1[NH:13]2)(=[O:3])[CH3:2]. Procedure: 11-Benzyloxycarbonyl-8-carbamoyloxymethyl-4-dimethoxymethyl-14-oxa-1,11-diazatetracyclo[7.4.1.02,7.010,12 ]tetradeca-2,4,6-trien-6,9-diyl diacetate (270 mg) was dissolved in methanol (10 ml). To the solution was added 10% palladium on carbon (300 mg) and the mixture was stirred for 1 hour under hydrogen atmosphere (20 psi) at room temperature. The reaction mixture was filtered through cellulose powder and the filtrate was evaporated in vacuo. The residue was subjected to preparative thin layer c... Reactants: CCOC(=O)C=Cc1cc(C(=O)Nc2cc(CCCCCCN3C(=O)c4ccccc4C3=O)c(OCCCCCCCN3C(=O)c4ccccc4C3=O)c(CCCCCCN3C(=O)c4ccccc4C3=O)c2)n(Cc2ccccc2)c1C#CC(O)(c1ccccc1)c1ccccc1, CCOC(C)=O. Product: CCOC(=O)CCc1cc(C(=O)Nc2cc(CCCCCCN3C(=O)c4ccccc4C3=O)c(OCCCCCCCN3C(=O)c4ccccc4C3=O)c(CCCCCCN3C(=O)c4ccccc4C3=O)c2)n(Cc2ccccc2)c1C#CC(O)(c1ccccc1)c1ccccc1. As a reaction SMILES: [CH2:1]([c:2]1[cH:3][cH:4][cH:5][cH:6][cH:7]1)[n:8]1[c:9]([C:82]#[C:83][C:84]([c:85]2[cH:86][cH:87][cH:88][cH:89][cH:90]2)([c:91]2[cH:92][cH:93][cH:94][cH:95][cH:96]2)[OH:97])[c:10]([CH:75]=[CH:76][C:77](=[O:78])[O:79][CH2:80][CH3:81])[cH:11][c:12]1[C:13]([NH:14][c:15]1[cH:16][c:17]([CH2:57][CH2:58][CH2:59][CH2:60][CH2:61][CH2:62][N:63]2[C:64](=[O:73])[c:65]3[cH:66][cH:67][cH:68][cH:69][c:70]3[C:71]2=[O:72])[c:18]([O:38][CH2:39][CH2:40][CH2:41][CH2:42][CH2:43][CH2:44][CH2:45][N:46]2[C:47](=[O:56])[c:48]3[cH:49][cH:50][cH:51][cH:52][c:53]3[C:54]2=[O:55])[c:19]([CH2:21][CH2:22][CH2:23][CH2:24][CH2:25][CH2:26][N:27]2[C:28](=[O:37])[c:29]3[cH:30][cH:31][cH:32][cH:33][c:34]3[C:35]2=[O:36])[cH:20]1)=[O:74].[CH3:98][CH2:99][O:100][C:101]([CH3:102])=[O:103]>>[CH2:1]([c:2]1[cH:3][cH:4][cH:5][cH:6][cH:7]1)[n:8]1[c:9]([C:82]#[C:83][C:84]([c:85]2[cH:86][cH:87][cH:88][cH:89][cH:90]2)([c:91]2[cH:92][cH:93][cH:94][cH:95][cH:96]2)[OH:97])[c:10]([CH2:75][CH2:76][C:77](=[O:78])[O:79][CH2:80][CH3:81])[cH:11][c:12]1[C:13]([NH:14][c:15]1[cH:16][c:17]([CH2:57][CH2:58][CH2:59][CH2:60][CH2:61][CH2:62][N:63]2[C:64](=[O:73])[c:65]3[cH:66][cH:67][cH:68][cH:69][c:70]3[C:71]2=[O:72])[c:18]([O:38][CH2:39][CH2:40][CH2:41][CH2:42][CH2:43][CH2:44][CH2:45][N:46]2[C:47](=[O:56])[c:48]3[cH:49][cH:50][cH:51][cH:52][c:53]3[C:54]2=[O:55])[c:19]([CH2:21][CH2:22][CH2:23][CH2:24][CH2:25][CH2:26][N:27]2[C:28](=[O:37])[c:29]3[cH:30][cH:31][cH:32][cH:33][c:34]3[C:35]2=[O:36])[cH:20]1)=[O:74]. Starting materials: O=C([O-])[O-], CN(C)C=O, Cc1c(-c2nnn[nH]2)nn(-c2ccc(Cl)cc2Cl)c1-c1ccc(Cl)cc1, CCCI, [K+], [K+]. Yields the product CCCn1nnnc1-c1nn(-c2ccc(Cl)cc2Cl)c(-c2ccc(Cl)cc2)c1C. As a reaction SMILES: [C:27](=[O:28])([O-:29])[O-:30].[CH3:37][N:38]([CH3:39])[CH:40]=[O:41].[Cl:1][c:2]1[cH:3][cH:4][c:5](-[c:8]2[c:9]([CH3:26])[c:10](-[c:21]3[n:22][n:23][n:24][nH:25]3)[n:11][n:12]2-[c:13]2[c:14]([Cl:20])[cH:15][c:16]([Cl:19])[cH:17][cH:18]2)[cH:6][cH:7]1.[I:33][CH2:34][CH2:35][CH3:36].[K+:31].[K+:32]>>[Cl:1][c:2]1[cH:3][cH:4][c:5](-[c:8]2[c:9]([CH3:26])[c:10](-[c:21]3[n:22][n:23][n:24][n:25]3[CH2:34][CH2:35][CH3:36])[n:11][n:12]2-[c:13]2[c:14]([Cl:20])[cH:15][c:16]([Cl:19])[cH:17][cH:18]2)[cH:6][cH:7]1. The reactants are ClC1=CC(=C(C=C1)N1N=C(N(C1=O)C(F)F)C)F (1-(4-chloro-2-fluorophenyl)-4-difluoromethyl-4,5-dihydro-3-methyl-5-oxo-1H-1,2,4-triazole), BrN1C(CCC1=O)=O (N-bromosuccinimide). Solvent: S(O)(O)(=O)=O (sulfuric acid). Product: ClC1=CC(=C(C=C1Br)N1N=C(N(C1=O)C(F)F)C)F (1-(4-chloro-2-fluoro-5-bromophenyl)-4-difluoromethyl-4,5-dihydro-3-methyl-5-oxo-1H-1,2,4-triazole). The yield is 62.1%. Reaction SMILES: [Cl:1][C:2]1[CH:7]=[CH:6][C:5]([N:8]2[C:12](=[O:13])[N:11]([CH:14]([F:16])[F:15])[C:10]([CH3:17])=[N:9]2)=[C:4]([F:18])[CH:3]=1.[Br:19]N1C(=O)CCC1=O>S(=O)(=O)(O)O>[Cl:1][C:2]1[C:7]([Br:19])=[CH:6][C:5]([N:8]2[C:12](=[O:13])[N:11]([CH:14]([F:15])[F:16])[C:10]([CH3:17])=[N:9]2)=[C:4]([F:18])[CH:3]=1. Procedure details: This compound was prepared in the manner of Example 1 with 7.6 grams (0.027 mole—1.0 equiv.) of 1-(4-chloro-2-fluorophenyl)-4-difluoromethyl-4,5-dihydro-3-methyl-5-oxo-1H-1,2,4-triazole, 10.0 grams (0.056 mole—2.1 equiv.) of N-bromosuccinimide, and 50 mL of concentrated sulfuric acid (% wt/vol. triazole to solvent—15.2%) as reagents. A yield of 6.06 grams of 92.4% pure 1-(4-chloro-2-fluoro-5-bromophenyl)-4-difluoromethyl-4,5-dihydro-3-methyl-5-oxo-1H-1,2,4-triazole (62.1% yield) was obtained.